Dataset: the Open Reaction Database (ORD), a public repository of structured organic reaction records. Task: describe an organic reaction: reactants, conditions, products, and yield Reactants: solution, [Cr](=O)(=O)([O-])O[Cr](=O)(=O)[O-].[NH+]1=CC=CC=C1.[NH+]1=CC=CC=C1 (pyridinium dichromate), OC=1C=C(C(=O)O)C=CC1C (3-hydroxy-4-methylbenzoic acid), B (borane), CSC (dimethylsulfide). Solvent: C1CCOC1 (THF). Run at time 18 hour. The product is OC=1C=C(C=O)C=CC1C (3-hydroxy-4-methylbenzaldehyde). Yield: 33.4%. Reaction SMILES: [OH:1][C:2]1[CH:3]=[C:4]([CH:8]=[CH:9][C:10]=1[CH3:11])[C:5](O)=[O:6].B.CSC.[Cr](O[Cr]([O-])(=O)=O)([O-])(=O)=O.[NH+]1C=CC=CC=1.[NH+]1C=CC=CC=1>C1COCC1>[OH:1][C:2]1[CH:3]=[C:4]([CH:8]=[CH:9][C:10]=1[CH3:11])[CH:5]=[O:6] |f:3.4.5|. Procedure: To a solution of 3-hydroxy-4-methylbenzoic acid (15.22 g, 0.1 mole) in THF (250 mL) was added borane.dimethylsulfide (32.0 mL of a 10.0M solution, 0.32 mole) dropwise. Upon completion of addition, the reaction was stirred for 18 hrs. It was then quenched dropwise by the slow addition of aqueous 10% HCl (250 mL) and extracted with ethylacetate (3×250 mL). The organics were combined, dried with MgSO4 and concentrated. The resulting residue was taken up in CH2Cl2 (500 mL) and pyridinium dichromate ... Reactants: BrC1=CC=C(OC2CN(C2)C(=O)Cl)C=C1 (3-(4-bromophenoxy)-1-azetidinecarbonyl chloride), C(C=C)N (2-propenylamine). Solvent: O (water), O1CCCC1 (tetrahydrofuran). Conditions: time 18 hour. Yields the product BrC1=CC=C(OC2CN(C2)C(=O)NCC=C)C=C1 (3-(4-Bromophenoxy)-N-(2-propenyl)-1-azetidinecarboxamide). Isolated yield 59.5%. Reaction SMILES: [Br:1][C:2]1[CH:15]=[CH:14][C:5]([O:6][CH:7]2[CH2:10][N:9]([C:11](Cl)=[O:12])[CH2:8]2)=[CH:4][CH:3]=1.[CH2:16]([NH2:19])[CH:17]=[CH2:18]>O1CCCC1.O>[Br:1][C:2]1[CH:15]=[CH:14][C:5]([O:6][CH:7]2[CH2:10][N:9]([C:11]([NH:19][CH2:16][CH:17]=[CH2:18])=[O:12])[CH2:8]2)=[CH:4][CH:3]=1. Procedure: A stirred solution of 5.8 g (0.02 mole) of 3-(4-bromophenoxy)-1-azetidinecarbonyl chloride in 20 ml of tetrahydrofuran was treated with 4.5 g (0.06 mole) of 2-propenylamine and stirring continued for 18 hr. The reaction mixture was diluted with 200 ml of water and the oil which separated slowly solidified. After collecting the dolid by filtration, it was triturated 4 times with boiling isopropyl ether. The combined triturates upon cooling yielded 3.7 g (59.5%) of white crystals, m.p. 100°-101° C... Reactants: O=C([O-])O, C1CCOC1, CCOCC, Cc1cc(CCc2ccccc2)cc(C)n1, [Na+], O=[N+]([O-])[O-], O=[N+]([O-])O, O=S(=O)(O)O. The product is Cc1cc(CCc2ccc([N+](=O)[O-])cc2)cc(C)n1. Reaction SMILES: [C:30](=[O:31])([O-:32])[OH:33].[CH2:35]1[O:36][CH2:37][CH2:38][CH2:39]1.[CH2:40]([O:41][CH2:42][CH3:43])[CH3:44].[CH3:1][c:2]1[n:3][c:4]([CH3:16])[cH:5][c:6]([CH2:8][CH2:9][c:10]2[cH:11][cH:12][cH:13][cH:14][cH:15]2)[cH:7]1.[Na+:34].[O-:21][N+:22](=[O:23])[O-:24].[OH:17][N+:18]([O-:19])=[O:20].[S:25](=[O:26])(=[O:27])([OH:28])[OH:29]>>[CH3:1][c:2]1[n:3][c:4]([CH3:16])[cH:5][c:6]([CH2:8][CH2:9][c:10]2[cH:11][cH:12][c:13]([N+:18](=[O:17])[O-:19])[cH:14][cH:15]2)[cH:7]1. The reactants are O (H2O), S(=O)(Cl)Cl (Thionyl chloride), OCC=1SC=C(N1)C1=CC=CC=C1 (2-hydroxymethyl-4-phenylthiazole), N1=CC=CC=C1 (pyridine). The solvent is C1=CC=CC=C1 (benzene). Conditions: time 1 hour. Product: ClCC=1SC=C(N1)C1=CC=CC=C1 (2-Chloromethyl-4-phenylthiazole). RXN SMILES: S(Cl)([Cl:3])=O.O[CH2:6][C:7]1[S:8][CH:9]=[C:10]([C:12]2[CH:17]=[CH:16][CH:15]=[CH:14][CH:13]=2)[N:11]=1.N1C=CC=CC=1.O>C1C=CC=CC=1>[Cl:3][CH2:6][C:7]1[S:8][CH:9]=[C:10]([C:12]2[CH:17]=[CH:16][CH:15]=[CH:14][CH:13]=2)[N:11]=1. Procedure: Thionyl chloride (6.25 g, 0.052 mole) was added dropwise to a stirred solution of 2-hydroxymethyl-4-phenylthiazole (9.55 g; 0.05 mole) and dry pyridine (4.0 g; 0.051 mole) in dry benzene (60 ml) held at room temperature. The mixture was stirred and heated to boiling for 1 hour. The cooled reaction mixture was then shaken with 2 × 70 ml H2O and dried over anhydrous MgSO4. The solvent was removed under vacuum and the remaining red oil extracted with 40°-60° C. petroleum ether (100 ml), discarding ... Starting materials: BrC=1C=NC=C(C1)OC[C@@H]1N(CCC1)C(=O)OC(C)(C)C (3-bromo-5-[[1-(tert-butoxycarbonyl)-2(R)-pyrrolidinyl]methoxy]pyridine), CC1=CC=C(COCCC2CCNCC2)C=C1 (4-[2-(4-methylbenzyloxy)ethyl]piperidine), CC(C)([O-])C.[Na+] (sodium tert-butoxide). Reagents/catalysts: C=1C=CC(=CC1)/C=C/C(=O)/C=C/C2=CC=CC=C2.C=1C=CC(=CC1)/C=C/C(=O)/C=C/C2=CC=CC=C2.C=1C=CC(=CC1)/C=C/C(=O)/C=C/C2=CC=CC=C2.[Pd].[Pd] (tris(dibenzylideneacetone)dipalladium(0)), C1(=CC=CC=C1)P(C1=CC=CC=2C(C3=CC=CC(=C3OC12)P(C1=CC=CC=C1)C1=CC=CC=C1)(C)C)C1=CC=CC=C1 (4,5-bis(diphenylphosphino)-9,9-dimethylxanthene). Run in C1(=CC=CC=C1)C (toluene). Reaction conditions: temperature 99 celsius. The product is C(C)(C)(C)OC(=O)N1[C@@H](CCC1)COC=1C=NC=C(C1)N1CCC(CC1)CCOCC1=CC=C(C=C1)C (3-[[1-(tert-Butoxycarbonyl)-2(S)-pyrrolidinyl]methoxy]-5-[4-[2-(4-methylbenzyloxy)ethyl]-1-piperidinyl]pyridine). The yield is 63.8%. RXN SMILES: Br[C:2]1[CH:3]=[N:4][CH:5]=[C:6]([O:8][CH2:9][C@H:10]2[CH2:14][CH2:13][CH2:12][N:11]2[C:15]([O:17][C:18]([CH3:21])([CH3:20])[CH3:19])=[O:16])[CH:7]=1.[CH3:22][C:23]1[CH:38]=[CH:37][C:26]([CH2:27][O:28][CH2:29][CH2:30][CH:31]2[CH2:36][CH2:35][NH:34][CH2:33][CH2:32]2)=[CH:25][CH:24]=1.CC(C)([O-])C.[Na+]>C1(C)C=CC=CC=1.C1C=CC(/C=C/C(/C=C/C2C=CC=CC=2)=O)=CC=1.C1C=CC(/C=C/C(/C=C/C2C=CC=CC=2)=O)=CC=1.C1C=CC(/C=C/C(/C=C/C2C=CC=CC=2)=O)=CC=1.[Pd].[Pd].C1(P(C2C=CC=CC=2)C2C3OC4C(=CC=CC=4P(C4C=CC=CC=4)C4C=CC=CC=4)C(C)(C)C=3C=CC=2)C=CC=CC=1>[C:18]([O:17][C:15]([N:11]1[CH2:12][CH2:13][CH2:14][C@H:10]1[CH2:9][O:8][C:6]1[CH:5]=[N:4][CH:3]=[C:2]([N:34]2[CH2:33][CH2:32][CH:31]([CH2:30][CH2:29][O:28][CH2:27][C:26]3[CH:25]=[CH:24][C:23]([CH3:22])=[CH:38][CH:37]=3)[CH2:36][CH2:35]2)[CH:7]=1)=[O:16])([CH3:21])([CH3:20])[CH3:19] |f:2.3,5.6.7.8.9|. Reported procedure: To a solution of 3-bromo-5-[[1-(tert-butoxycarbonyl)-2(R)-pyrrolidinyl]methoxy]pyridine (254 mg, 0.71 mmol) and 4-[2-(4-methylbenzyloxy)ethyl]piperidine (182 mg, 0.78 mmol, 1.1 equiv.) in anhydrous toluene (2 mL) were added successively sodium tert-butoxide (102 mg, 1.07 mmol), tris(dibenzylideneacetone)dipalladium(0) (13.0 mg, 14 μmol, 0.02 equiv.), and 4,5-bis(diphenylphosphino)-9,9-dimethylxanthene (Xantphos; 24.7 mg, 43 μmol, 0.06 equiv.). The mixture was degassed and purged with Ar (3 cycle... Reactants: ClC1=CC=C2C(=CC(=NC2=C1)OC)CP(=O)(OCC)OCC (7 -Chloro-4-(diethoxyphosphinyl)methyl-2-methoxyquinoline), [K+].[Br-] (KBr). The solvent is C[Si](C)(C)Br (trimethylsilylbromide). The product is ClC1=CC=C2C(=CC(NC2=C1)=O)CP(=O)(O)O (7-Chloro-4-phosphonomethylquinolin-2-one). RXN SMILES: [Cl:1][C:2]1[CH:11]=[C:10]2[C:5]([C:6]([CH2:14][P:15]([O:20]CC)([O:17]CC)=[O:16])=[CH:7][C:8]([O:12]C)=[N:9]2)=[CH:4][CH:3]=1.[K+].[Br-]>C[Si](Br)(C)C>[Cl:1][C:2]1[CH:11]=[C:10]2[C:5]([C:6]([CH2:14][P:15]([OH:17])([OH:20])=[O:16])=[CH:7][C:8](=[O:12])[NH:9]2)=[CH:4][CH:3]=1 |f:1.2|. Reported procedure: A solution of diethylphosphonate 17 (160 mg; 0.57 mmol) in trimethylsilylbromide (4 ml) was refluxed overnight. The solvent/reagent was removed in vacuo and the residue was dissolved in 3 ml of 1N NaOH and washed with 2×1 ml of ether. The aqueous layer was acidified to pH 1 with 6N HCl and the precipitate which was formed was collected and washed with cold water, methanol and ether. The product was obtained as a white solid, mp 186° C. (dec) (80 mg; 60%). 1H NMR (D20): δ 3.06 (d, 2H, J=20.3 Hz);... Reactants: C1(=CC=CC=C1)C(N1C=NC(=C1)CCC[O-])(C1=CC=CC=C1)C1=CC=CC=C1.[Na+] (sodium 3-[1-(triphenylmethyl)imidazol-4-yl]propoxide), C1(=CC=CC=C1)C (toluene), C1COCCOCCOCCOCCO1 (15-Crown-5), ClCCCC1CCCCC1 ((3-chloropropyl)cyclohexane). Run in C(C)OCC (diethyl ether). Reaction conditions: temperature 75 celsius, time 24 hour. Product: N1C=NC(=C1)CCCOCCCC1CCCCC1 (3-Cyclohexylpropyl 3-(1H-imidazol-4-yl)propyl ether). RXN SMILES: C1(C(C2C=CC=CC=2)(C2C=CC=CC=2)[N:8]2[CH:12]=[C:11]([CH2:13][CH2:14][CH2:15][O-:16])[N:10]=[CH:9]2)C=CC=CC=1.[Na+].C1(C)C=CC=CC=1.C1OCCOCCOCCOCCOC1.Cl[CH2:53][CH2:54][CH2:55][CH:56]1[CH2:61][CH2:60][CH2:59][CH2:58][CH2:57]1>C(OCC)C>[NH:8]1[CH:12]=[C:11]([CH2:13][CH2:14][CH2:15][O:16][CH2:53][CH2:54][CH2:55][CH:56]2[CH2:61][CH2:60][CH2:59][CH2:58][CH2:57]2)[N:10]=[CH:9]1 |f:0.1|. Procedure details: 5 mmol of sodium 3-[1-(triphenylmethyl)imidazol-4-yl]propoxide in 10 ml of toluene containing 0.5 mmol of 15-Crown-5 and 5 mmol of (3-chloropropyl)cyclohexane are mixed and the mixture is stirred for 24 h at 75° C. The suspension is concentrated under vacuum, the product obtained is dissolved in diethyl ether, the solution is filtered and the residue washed with petroleum ether (40°-60° C.). The filtrate obtained is concentrated and maintained for 1 h at the boiling point in a 2N aqueous/alcohol... Reactants: NC(C(=O)O)C1=CC(=C(C=C1)O)CCl ((-)-α-amino-3-(chloromethyl)-4-hydroxybenzeneacetic acid), [N-]=[N+]=[N-].[Na+] (sodium azide). Run in CO (methyl alcohol). Run at temperature 40 celsius, time 15 minute. Yields the product NC(C(=O)O)C1=CC(=C(C=C1)O)CN=[N+]=[N-] ((-)-α-Amino-3-(azidomethyl)-4-hydroxybenzeneacetic acid). Yield: 95.0%. RXN SMILES: [NH2:1][CH:2]([C:6]1[CH:11]=[CH:10][C:9]([OH:12])=[C:8]([CH2:13]Cl)[CH:7]=1)[C:3]([OH:5])=[O:4].[N-:15]=[N+:16]=[N-:17].[Na+]>CO>[NH2:1][CH:2]([C:6]1[CH:11]=[CH:10][C:9]([OH:12])=[C:8]([CH2:13][N:15]=[N+:16]=[N-:17])[CH:7]=1)[C:3]([OH:5])=[O:4] |f:1.2|. Procedure: To a solution of (-)-α-amino-3-(chloromethyl)-4-hydroxybenzeneacetic acid (252 mg, 1 mmole) in 4 ml of methyl alcohol is added sodium azide (156 mg, 2.4 mmole). The mixture is stirred at about 40° C. for 15 minutes. After about 10 minutes the title compound begins to precipitate. The mixture is cooled, filtered and the product is washed with a small amount of methyl alcohol and acetone. The title compound is collected (210 mg, 95% yield). M.P. >300°; [α]D18 =-73.03° (c 1.7, water), NMR (DMSO-D6)... Starting materials: N[C@H]1[C@@H](CCCC1)N (trans-1,2-diaminocyclohexane), ClC1=C(C(=CC=C1)C(F)(F)F)N=C=O (2-chloro-6-trifluoromethylphenyl isocyanate). Solvent: C1CCOC1 (THF), C1CCOC1 (THF). Conditions: time 3 hour. Yields the product N[C@H]1[C@@H](CCCC1)NC(=O)NC1=C(C=CC=C1C(F)(F)F)Cl (N-(trans-2-Aminocyclohexyl)-N′-(2-chloro-6-trifluoromethylphenyl)urea). Yield: 42.1%. RXN SMILES: [NH2:1][C@@H:2]1[CH2:7][CH2:6][CH2:5][CH2:4][C@H:3]1[NH2:8].[Cl:9][C:10]1[CH:15]=[CH:14][CH:13]=[C:12]([C:16]([F:19])([F:18])[F:17])[C:11]=1[N:20]=[C:21]=[O:22]>C1COCC1>[NH2:1][C@@H:2]1[CH2:7][CH2:6][CH2:5][CH2:4][C@H:3]1[NH:8][C:21]([NH:20][C:11]1[C:12]([C:16]([F:17])([F:19])[F:18])=[CH:13][CH:14]=[CH:15][C:10]=1[Cl:9])=[O:22]. Procedure details: A solution of 0.46 g of trans-1,2-diaminocyclohexane in 10 ml of THF was added to a solution of 1.6 g of 2-chloro-6-trifluoromethylphenyl isocyanate in 30 ml of THF, and the mixture was stirred at room temperature for about 3 hours. The mixture was allowed to stand overnight and the solvent was then distilled off, giving 0.57 g of the desired compound as a semi-solid yellow product. Starting materials: C(=O)(Cl)Cl (Phosgene), NS(=O)(=O)C1=C(C(=O)OC)C=CC(=C1)SC (methyl 2-(aminosulfonyl)-4-(methylthio)benzoate), C(CCC)N=C=O (n-butyl isocyanate), 1,4-diaza[2.2.2]bicyclooctane. Solvent: xylenes. Yields the product N(=C=O)S(=O)(=O)C1=C(C(=O)OC)C=CC(=C1)SC (methyl 2-(isocyanatosulfonyl)-4-(methylthio)benzoate). Yield: 111.4%. As a reaction SMILES: [NH2:1][S:2]([C:5]1[CH:14]=[C:13]([S:15][CH3:16])[CH:12]=[CH:11][C:6]=1[C:7]([O:9][CH3:10])=[O:8])(=[O:4])=[O:3].C(N=[C:22]=[O:23])CCC.C(Cl)(Cl)=O>>[N:1]([S:2]([C:5]1[CH:14]=[C:13]([S:15][CH3:16])[CH:12]=[CH:11][C:6]=1[C:7]([O:9][CH3:10])=[O:8])(=[O:4])=[O:3])=[C:22]=[O:23]. Procedure details: A solution of methyl 2-(aminosulfonyl)-4-(methylthio)benzoate (5.23 g, 20.0 mmol), n-butyl isocyanate (2.25 mL, 20.0 mmol), and 1,4-diaza[2.2.2]bicyclooctane (0.09 g, 0.8 mmol) in mixed xylenes (50 mL) was heated at reflux for 10 minutes. Phosgene was then added at such a rate that the internal temperature stayed at 133° C. or above. When consumption of phosgene ceased, the solution was cooled to room temperature and then filtered under nitrogen. Rotary evaporation gave methyl 2-(isocyanatosulfo...